describe an organic reaction: reactants, conditions, products, and yield From a dataset of the Open Reaction Database (ORD), a public repository of structured organic reaction records. Yields the product O=C(CCc1cccc(Oc2ccnc(C3=NCCN3)c2)c1)Nc1ccc(C(=O)N2CCNCC2)c(C(F)(F)F)c1. Reaction SMILES: [CH2:48]1[CH2:49][NH:50][CH2:51][CH2:52][NH:53]1.[CH2:54]([Cl:55])[Cl:56].[Cl:37][C:38]([C:39]([Cl:40])=[O:41])=[O:42].[NH:1]1[C:2]([c:6]2[n:7][cH:8][cH:9][c:10]([O:12][c:13]3[cH:14][c:15]([CH2:19][CH2:20][C:21](=[O:22])[NH:23][c:24]4[cH:25][c:26]([C:33]([F:34])([F:35])[F:36])[c:27]([C:28](=[O:29])[OH:30])[cH:31][cH:32]4)[cH:16][cH:17][cH:18]3)[cH:11]2)=[N:3][CH2:4][CH2:5]1.[O:43]=[CH:44][N:45]([CH3:46])[CH3:47]>>[NH:1]1[C:2]([c:6]2[n:7][cH:8][cH:9][c:10]([O:12][c:13]3[cH:14][c:15]([CH2:19][CH2:20][C:21](=[O:22])[NH:23][c:24]4[cH:25][c:26]([C:33]([F:34])([F:35])[F:36])[c:27]([C:28](=[O:30])[N:50]5[CH2:49][CH2:48][NH:53][CH2:52][CH2:51]5)[cH:31][cH:32]4)[cH:16][cH:17][cH:18]3)[cH:11]2)=[N:3][CH2:4][CH2:5]1. Reactants: C1CNCCN1, ClCCl, O=C(Cl)C(=O)Cl, O=C(CCc1cccc(Oc2ccnc(C3=NCCN3)c2)c1)Nc1ccc(C(=O)O)c(C(F)(F)F)c1, CN(C)C=O.